Dataset: the Open Reaction Database (ORD), a public repository of structured organic reaction records. Task: describe an organic reaction: reactants, conditions, products, and yield Reactants: BrC=1C=C(C=CC1)SC1=CNC2=CC(=CC=C12)Cl (3-(3-bromo-phenylsulfanyl)-6-chloro-1H-indole), BrC=1C=NC=CC1 (3-bromopyridine). Yields the product BrC=1C=C(C=CC1)SC1=CN(C2=CC(=CC=C12)Cl)C=1C=NC=CC1 (3-(3-Bromo-phenylsulfanyl)-6-chloro-1-pyridin-3-yl-1H-indole). As a reaction SMILES: [Br:1][C:2]1[CH:3]=[C:4]([S:8][C:9]2[C:17]3[C:12](=[CH:13][C:14]([Cl:18])=[CH:15][CH:16]=3)[NH:11][CH:10]=2)[CH:5]=[CH:6][CH:7]=1.Br[C:20]1[CH:21]=[N:22][CH:23]=[CH:24][CH:25]=1>>[Br:1][C:2]1[CH:3]=[C:4]([S:8][C:9]2[C:17]3[C:12](=[CH:13][C:14]([Cl:18])=[CH:15][CH:16]=3)[N:11]([C:20]3[CH:21]=[N:22][CH:23]=[CH:24][CH:25]=3)[CH:10]=2)[CH:5]=[CH:6][CH:7]=1. Reported procedure: Prepared according to the procedure described in Example 27, Step 1, using the following starting materials: 3-(3-bromo-phenylsulfanyl)-6-chloro-1H-indole and 3-bromopyridine. The reactants are Cl (HCl), O[C@H]([C@H](CC1=CC=C(C=C1)C1=NC(=CC=C1)OC)NC(OCC1=CC=CC=C1)=O)C[C@H](CC1=CC=CC=C1)NC([C@H](C(C)(C)C)NC(=O)OC)=O (benzyl(1S,2S,4S)-2-hydroxy-4-({(2S)-2-[(methoxycarbonyl)amino]-3,3-dimethylbutanoyl}amino)-1-[4-(6-methoxy-2-pyridinyl)benzyl]-5-phenylpentylcarbamate). Reagents/catalysts: [Pd] (Pd on carbon). Solvent: CO (methanol). Conditions: temperature 25 celsius, time 16 hour. Product: N[C@H]([C@H](C[C@H](CC1=CC=CC=C1)NC(=O)[C@H](C(C)(C)C)NC(OC)=O)O)CC1=CC=C(C=C1)C1=NC(=CC=C1)OC (methyl(1S)-1-[({(1S,3S,4S)-4-amino-1-benzyl-3-hydroxy-5-[4-(6-methoxy-2-pyridinyl)phenyl]pentyl}amino)carbonyl]-2,2-dimethylpropylcarbamate), hydrochloride salt. RXN SMILES: [OH:1][C@@H:2]([CH2:30][C@@H:31]([NH:39][C:40](=[O:51])[C@@H:41]([NH:46][C:47]([O:49][CH3:50])=[O:48])[C:42]([CH3:45])([CH3:44])[CH3:43])[CH2:32][C:33]1[CH:38]=[CH:37][CH:36]=[CH:35][CH:34]=1)[C@@H:3]([NH:19]C(=O)OCC1C=CC=CC=1)[CH2:4][C:5]1[CH:10]=[CH:9][C:8]([C:11]2[CH:16]=[CH:15][CH:14]=[C:13]([O:17][CH3:18])[N:12]=2)=[CH:7][CH:6]=1.Cl>CO.[Pd]>[NH2:19][C@@H:3]([CH2:4][C:5]1[CH:6]=[CH:7][C:8]([C:11]2[CH:16]=[CH:15][CH:14]=[C:13]([O:17][CH3:18])[N:12]=2)=[CH:9][CH:10]=1)[C@@H:2]([OH:1])[CH2:30][C@@H:31]([NH:39][C:40]([C@@H:41]([NH:46][C:47](=[O:48])[O:49][CH3:50])[C:42]([CH3:44])([CH3:45])[CH3:43])=[O:51])[CH2:32][C:33]1[CH:38]=[CH:37][CH:36]=[CH:35][CH:34]=1. Procedure details: A solution containing the product from Example 120A (0.028 g, 0.041 mmol) in methanol (1 mL) was treated with 10% Pd on carbon (0.003 g) and HCl solution (0.030 mL, 4 N in dioxane), and the reaction was stirred under a hydrogen atmosphere (balloon pressure) at 25° C. for 16 hours. The reaction was filtered through a bed of celite and rinsed with methanol. The solvent was concentrated to give the title compound as the hydrochloride salt, which was used without further purification. Reactants: OO (hydrogen peroxide), C=CC=C (1,3 butadiene), C=1N=C(C2=C(N1)N(C=N2)[C@H]3[C@@H]([C@@H]([C@H](O3)COP(=O)(O)OP(=O)(O)OC[C@@H]4[C@H]([C@H]([C@@H](O4)N5C=CCC(=C5)C(=O)N)O)O)O)OP(=O)(O)O)N (NADPH), C=CC=C (1,3-butadiene). The product is C1C(C=C)O1 (butadiene monoxide), C(\C=C\C)=O (crotonaldehyde). As a reaction SMILES: C1N=C(N)C2N=CN([C@@H:10]3[O:14][C@H:13](COP(OP(OC[C@H:26]4[O:30][C@@H:29](N5C=C(C(N)=O)CC=C5)[C@H:28](O)[C@@H:27]4O)(O)=O)(O)=O)[C@@H:12](O)[C@H:11]3OP(O)(O)=O)C=2N=1.C=CC=C.OO>>[CH2:26]1[O:30][CH:29]1[CH:28]=[CH2:27].[CH:13](=[O:14])/[CH:12]=[CH:11]/[CH3:10]. Procedure details: Elfarra et al. (1991 Arch. Bioch. Biophy. 286, 244-251) has demonstrated the NADPH-dependent oxidation of 1,3-butadiene by mouse liver microsomes and the hydrogen peroxide-dependent oxidation of 1,3 butadiene by chloroperoxidase. Both oxidations yielded butadiene monoxide and crotonaldehyde. Starting materials: C(=O)([O-])[O-].[Na+].[Na+] (Na2CO3), C(C)(=O)N1C(=CC2=CC=CC=C12)C(=O)NC=1SC(=C(N1)C1=CC=CC=C1)C(=O)OCC (2-[(1-acetyl-2-indolyl)carbonylamino]-4-phenyl-5-ethoxycarbonylthiazole). Solvent: C(C)O (ethanol). Run at time 48 hour. The product is N1C(=CC2=CC=CC=C12)C(=O)NC=1SC(=C(N1)C1=CC=CC=C1)C(=O)OCC (2-[(2-Indolyl)carbonylamino]-5-ethoxycarbonyl-4-phenylthiazole). As a reaction SMILES: C([N:4]1[C:12]2[C:7](=[CH:8][CH:9]=[CH:10][CH:11]=2)[CH:6]=[C:5]1[C:13]([NH:15][C:16]1[S:17][C:18]([C:27]([O:29][CH2:30][CH3:31])=[O:28])=[C:19]([C:21]2[CH:26]=[CH:25][CH:24]=[CH:23][CH:22]=2)[N:20]=1)=[O:14])(=O)C.C([O-])([O-])=O.[Na+].[Na+]>C(O)C>[NH:4]1[C:12]2[C:7](=[CH:8][CH:9]=[CH:10][CH:11]=2)[CH:6]=[C:5]1[C:13]([NH:15][C:16]1[S:17][C:18]([C:27]([O:29][CH2:30][CH3:31])=[O:28])=[C:19]([C:21]2[CH:22]=[CH:23][CH:24]=[CH:25][CH:26]=2)[N:20]=1)=[O:14] |f:1.2.3|. Reported procedure: By carrying out the procedure according to Example 10 which is described above, the compound 2-[(1-acetyl-2-indolyl)carbonylamino]-4-phenyl-5-ethoxycarbonylthiazole (1.5 g) is prepared and dissolved in 100 ml of ethanol in the presence of 0.6 g of Na2CO3. The mixture is stirred at room temperature for 48 hours and then concentrated under vacuum. The residue is triturated in water and then in a minimum amount of dichloromethane, filtered and dried. Starting materials: CCCCO, Clc1nc(Cl)c2[nH]cnc2n1, NC(=O)c1ccc(N)cc1. Product: NC(=O)c1ccc(Nc2nc(Cl)nc3[nH]cnc23)cc1. Reaction SMILES: [CH2:22]([OH:23])[CH2:24][CH2:25][CH3:26].[Cl:1][c:2]1[n:3][c:4]([Cl:11])[c:5]2[nH:6][cH:7][n:8][c:9]2[n:10]1.[NH2:12][c:13]1[cH:14][cH:15][c:16]([C:17](=[O:18])[NH2:19])[cH:20][cH:21]1>>[Cl:1][c:2]1[n:3][c:4]([NH:12][c:13]2[cH:14][cH:15][c:16]([C:17](=[O:18])[NH2:19])[cH:20][cH:21]2)[c:5]2[n:6][cH:7][nH:8][c:9]2[n:10]1. The reactants are FC1(OC2=C(O1)C=CC(=C2)C(=O)O)F (2,2-difluoro-1,3-benzodioxole-5-carboxylic acid), COCCO[AlH2-]OCCOC.[Na+] (Vitride), [OH-].[Na+] (NaOH). The solvent is C1(=CC=CC=C1)C (toluene). Run at temperature 20 celsius, time 30 minute. Product: FC1(OC2=C(O1)C=CC(=C2)CO)F ((2,2-difluoro-1,3-benzodioxol-5-yl)-methanol). RXN SMILES: [F:1][C:2]1([F:14])[O:6][C:5]2[CH:7]=[CH:8][C:9]([C:11](O)=[O:12])=[CH:10][C:4]=2[O:3]1.COCCO[AlH2-]OCCOC.[Na+].[OH-].[Na+]>C1(C)C=CC=CC=1>[F:14][C:2]1([F:1])[O:6][C:5]2[CH:7]=[CH:8][C:9]([CH2:11][OH:12])=[CH:10][C:4]=2[O:3]1 |f:1.2,3.4|. Reported procedure: Commercially available 2,2-difluoro-1,3-benzodioxole-5-carboxylic acid (1.0 eq) is slurried in toluene (10 vol). Vitride® (2 eq) is added via addition funnel at a rate to maintain the temperature at 15-25° C. At the end of addition the temperature is increased to 40° C. for 2 h then 10% (w/w) aq. NaOH (4.0 eq) is carefully added via addition funnel maintaining the temperature at 40-50° C. After stirring for an additional 30 minutes, the layers are allowed to separate at 40° C. The organic phase ... Starting materials: C#CC(=O)OC, [Li]CCCC, [Cl-], O=Cc1ccc(Cl)cc1, [NH4+], C1CCOC1. Yields the product COC(=O)C#CC(O)c1ccc(Cl)cc1. As a reaction SMILES: [C:1]([C:2]#[CH:3])(=[O:4])[O:5][CH3:6].[CH2:7]([Li:8])[CH2:9][CH2:10][CH3:11].[Cl-:21].[Cl:12][c:13]1[cH:14][cH:15][c:16]([CH:17]=[O:18])[cH:19][cH:20]1.[NH4+:22].[O:23]1[CH2:24][CH2:25][CH2:26][CH2:27]1>>[C:1]([C:2]#[C:3][CH:17]([c:16]1[cH:15][cH:14][c:13]([Cl:12])[cH:20][cH:19]1)[OH:18])(=[O:4])[O:5][CH3:6].